This data is from the Open Reaction Database (ORD), a public repository of structured organic reaction records. The task is: describe an organic reaction: reactants, conditions, products, and yield Reactants: ClCCCC(=O)C1=CC=C(C=C1)OC1=CC=CC=C1 (4-chloro-1-(4-phenoxyphenyl)-1-butanone), N1CCC(CC1)C=1C=C(C=CC1)NC(CC)=O (N-[3-(4-piperidinyl)phenyl]propanamide). Yields the product O=C(CCCN1CCC(CC1)C=1C=C(C=CC1)NC(CC)=O)C1=CC=C(C=C1)OC1=CC=CC=C1 (N-(3-{1-[4-OXO-4-(4-PHENOXYPHENYL)BUTYL]-4-PIPERIDINYL}PHENYL)PROPANAMIDE). RXN SMILES: Cl[CH2:2][CH2:3][CH2:4][C:5]([C:7]1[CH:12]=[CH:11][C:10]([O:13][C:14]2[CH:19]=[CH:18][CH:17]=[CH:16][CH:15]=2)=[CH:9][CH:8]=1)=[O:6].[NH:20]1[CH2:25][CH2:24][CH:23]([C:26]2[CH:27]=[C:28]([NH:32][C:33](=[O:36])[CH2:34][CH3:35])[CH:29]=[CH:30][CH:31]=2)[CH2:22][CH2:21]1>>[O:6]=[C:5]([C:7]1[CH:12]=[CH:11][C:10]([O:13][C:14]2[CH:19]=[CH:18][CH:17]=[CH:16][CH:15]=2)=[CH:9][CH:8]=1)[CH2:4][CH2:3][CH2:2][N:20]1[CH2:25][CH2:24][CH:23]([C:26]2[CH:27]=[C:28]([NH:32][C:33](=[O:36])[CH2:34][CH3:35])[CH:29]=[CH:30][CH:31]=2)[CH2:22][CH2:21]1. Procedure details: Prepared by Procedure K and Scheme B1 using 4-chloro-1-(4-phenoxyphenyl)-1-butanone and N-[3-(4-piperidinyl)phenyl]propanamide: ESMS m/e: 471.2 (M+H)+.